The task is: describe an organic reaction: reactants, conditions, products, and yield. This data is from the Open Reaction Database (ORD), a public repository of structured organic reaction records. Starting materials: COC(=O)c1c(Cl)cc(N)cc1Cl, Cl, O=N[O-], [Na+], O. Product: COC(=O)c1c(Cl)cc(O)cc1Cl. Reaction SMILES: [CH3:1][O:2][C:3]([c:4]1[c:5]([Cl:12])[cH:6][c:7]([NH2:11])[cH:8][c:9]1[Cl:10])=[O:13].[ClH:19].[N:14](=[O:15])[O-:16].[Na+:17].[OH2:18]>>[CH3:1][O:2][C:3]([c:4]1[c:5]([Cl:12])[cH:6][c:7]([OH:15])[cH:8][c:9]1[Cl:10])=[O:13]. Reactants: OS(=O)(=O)O (H2SO4), BrC=1C(=NC=CC1)C(=O)O (3-bromopyridine-2-carboxylic acid), CO (MeOH). Conditions: time 14 hour. Product: COC(=O)C1=NC=CC=C1Br (3-bromopyridine-2-carboxylic acid methyl ester). Reaction SMILES: OS(O)(=O)=O.[Br:6][C:7]1[C:8]([C:13]([OH:15])=[O:14])=[N:9][CH:10]=[CH:11][CH:12]=1.[CH3:16]O>>[CH3:16][O:14][C:13]([C:8]1[C:7]([Br:6])=[CH:12][CH:11]=[CH:10][N:9]=1)=[O:15]. Procedure: H2SO4 (1.2 mL, 23.4 mmol, 1.0 eq.) was added to a solution of 3-bromopyridine-2-carboxylic acid (4.7 g, 23.4 mmol, 1.0 eq.) in MeOH (50 mL). The resulting solution was stirred for 14 hours while the temperature was maintained at reflux in an oil bath. The mixture was cooled to room temperature and concentrated under vacuum. The residue was dissolved in EtOAc (50 mL) and the pH was adjusted to 10 with Na2CO3 (5 mol/L). The resulting solution was extracted with EtOAc (100 mL). The organic layer wa... Reactants: COC1=CC=C(C=C1)C(=C(C1=CC=C(C=C1)C#N)N1C=NC=C1)C1=CC=C(C=C1)OC (2,2-bis-(4-methoxyphenyl)-1-(1-imidazolyl)-1-(4-cyanophenyl)-ethylene), B(Br)(Br)Br (boron tribromide). Product: Br.OC1=CC=C(C=C1)C(=C(C1=CC=C(C=C1)C#N)N1C=NC=C1)C1=CC=C(C=C1)O (2,2-bis-(4-hydroxyphenyl)-1-(1-imidazolyl)-1-(4-cyanophenyl)-ethylene hydrobromide). Procedure details: Treatment of 2,2-bis-(4-methoxyphenyl)-1-(1-imidazolyl)-1-(4-cyanophenyl)-ethylene with boron tribromide using procedure analogous to that described in Example 7 yields 2,2-bis-(4-hydroxyphenyl)-1-(1-imidazolyl)-1-(4-cyanophenyl)-ethylene hydrobromide, m.p. 178° dec. RXN SMILES: C[O:2][C:3]1[CH:8]=[CH:7][C:6]([C:9]([C:24]2[CH:29]=[CH:28][C:27]([O:30]C)=[CH:26][CH:25]=2)=[C:10]([N:19]2[CH:23]=[CH:22][N:21]=[CH:20]2)[C:11]2[CH:16]=[CH:15][C:14]([C:17]#[N:18])=[CH:13][CH:12]=2)=[CH:5][CH:4]=1.B(Br)(Br)[Br:33]>>[BrH:33].[OH:2][C:3]1[CH:4]=[CH:5][C:6]([C:9]([C:24]2[CH:25]=[CH:26][C:27]([OH:30])=[CH:28][CH:29]=2)=[C:10]([N:19]2[CH:23]=[CH:22][N:21]=[CH:20]2)[C:11]2[CH:12]=[CH:13][C:14]([C:17]#[N:18])=[CH:15][CH:16]=2)=[CH:7][CH:8]=1 |f:2.3|. The reactants are O=C(Cc1cc(F)ccc1F)N1CCc2cc(Br)ccc21, Cn1nc(Br)c2c(N)ncnc21, C1COCCO1, CC(=O)[O-], [K+], [Na+], O=C([O-])O. Product: Cn1nc(-c2ccc3c(c2)CCN3C(=O)Cc2cc(F)ccc2F)c2c(N)ncnc21. Reaction SMILES: [Br:1][c:2]1[cH:3][c:4]2[c:8]([cH:9][cH:10]1)[N:7]([C:11]([CH2:12][c:13]1[c:14]([F:20])[cH:15][cH:16][c:17]([F:19])[cH:18]1)=[O:21])[CH2:6][CH2:5]2.[Br:27][c:28]1[n:29][n:30]([CH3:38])[c:31]2[n:32][cH:33][n:34][c:35]([NH2:37])[c:36]12.[CH2:44]1[O:45][CH2:46][CH2:47][O:48][CH2:49]1.[CH3:23][C:24](=[O:25])[O-:26].[K+:22].[Na+:43].[O-:39][C:40]([OH:41])=[O:42]>>[c:2]1(-[c:28]2[n:29][n:30]([CH3:38])[c:31]3[n:32][cH:33][n:34][c:35]([NH2:37])[c:36]23)[cH:3][c:4]2[c:8]([cH:9][cH:10]1)[N:7]([C:11]([CH2:12][c:13]1[c:14]([F:20])[cH:15][cH:16][c:17]([F:19])[cH:18]1)=[O:21])[CH2:6][CH2:5]2. Starting materials: BrCC1=CC=CC(=N1)N1C(C2=CC=CC=C2C1=O)=O (2-[6-(bromomethyl)pyridin-2-yl]-1H-isoindole-1,3(2H)-dione), C([O-])([O-])=O.[Cs+].[Cs+] (cesium carbonate), [I-].[K+] (potassium iodide), ON=C(C1=CC=CC=C1)C1=C(N=CO1)C (N-hydroxy-1-(4-methyl-1,3-oxazol-5-yl)-1-phenylmethanimine). Run in C(C)#N (acetonitrile), O (water). Product: CC=1N=COC1C(C1=CC=CC=C1)=NOCC1=CC=CC(=N1)N1C(C2=CC=CC=C2C1=O)=O (2-{6-[({[(4-methyl-1,3-oxazol-5-yl)(phenyl)methylene]amino}oxy)methyl]pyridin-2-yl}-1H-isoindole-1,3(2H)-dione). Isolated yield 92.5%. RXN SMILES: [OH:1][N:2]=[C:3]([C:10]1[O:14][CH:13]=[N:12][C:11]=1[CH3:15])[C:4]1[CH:9]=[CH:8][CH:7]=[CH:6][CH:5]=1.Br[CH2:17][C:18]1[N:23]=[C:22]([N:24]2[C:32](=[O:33])[C:31]3[C:26](=[CH:27][CH:28]=[CH:29][CH:30]=3)[C:25]2=[O:34])[CH:21]=[CH:20][CH:19]=1.C(=O)([O-])[O-].[Cs+].[Cs+].[I-].[K+]>C(#N)C.O>[CH3:15][C:11]1[N:12]=[CH:13][O:14][C:10]=1[C:3](=[N:2][O:1][CH2:17][C:18]1[N:23]=[C:22]([N:24]2[C:25](=[O:34])[C:26]3[C:31](=[CH:30][CH:29]=[CH:28][CH:27]=3)[C:32]2=[O:33])[CH:21]=[CH:20][CH:19]=1)[C:4]1[CH:5]=[CH:6][CH:7]=[CH:8][CH:9]=1 |f:2.3.4,5.6|. Reported procedure: To a solution of N-hydroxy-1-(4-methyl-1,3-oxazol-5-yl)-1-phenylmethanimine (0.15 g, 0.74 mmol) dissolved in acetonitrile (3 mL) were added 2-[6-(bromomethyl)pyridin-2-yl]-1H-isoindole-1,3(2H)-dione (259 mg, 0.82 mmol), cesium carbonate (507 mg, 1.56 mmol) and potassium iodide (12.3 mg, 0.074 mmol). After stirring for 8 hours at room temperature water was added and the mixture was extracted with ethyl acetate. The organic phase was dried over MgSO4, filtered and concentrated in vacuo to afford 2... The reactants are C(C)(=O)NC=1SC(=CN1)Br (2-acetylamino-5-bromothiazole), SC1=NC=C(C=C1)C(F)(F)F (2-mercapto-5-trifluoromethylpyridine), C([O-])([O-])=O.[K+].[K+] (potassium carbonate). Solvent: CN(C=O)C (N,N-dimethylformamide). Run at temperature 90 celsius. The product is C(C)(=O)NC=1SC(=CN1)SC1=NC=C(C=C1)C(F)(F)F (2-acetylamino-5-(5-trifluoromethylpyridin-2-ylthio)thiazole). The yield is 100.7%. Reaction SMILES: [C:1]([NH:4][C:5]1[S:6][C:7](Br)=[CH:8][N:9]=1)(=[O:3])[CH3:2].[SH:11][C:12]1[CH:17]=[CH:16][C:15]([C:18]([F:21])([F:20])[F:19])=[CH:14][N:13]=1.C(=O)([O-])[O-].[K+].[K+]>CN(C)C=O>[C:1]([NH:4][C:5]1[S:6][C:7]([S:11][C:12]2[CH:17]=[CH:16][C:15]([C:18]([F:19])([F:20])[F:21])=[CH:14][N:13]=2)=[CH:8][N:9]=1)(=[O:3])[CH3:2] |f:2.3.4|. Procedure details: A mixture of 2-acetylamino-5-bromothiazole (2.2 g), 2-mercapto-5-trifluoromethylpyridine (1.9 g) and potassium carbonate (2.0 g) in N,N-dimethylformamide (40 ml) was heated at 90° C. for 4.5 hours with stirring. The reaction mixture was concentrated under reduced pressure and the residue was triturated with water. The precipitates were collected by filtration, washed with water and dried in vacuo to give 2-acetylamino-5-(5-trifluoromethylpyridin-2-ylthio)thiazole (3.2 g, yield: 100%). mp: 165°-1... As a reaction SMILES: [CH3:1][N:2]([CH3:25])[CH2:3][CH2:4][O:5][C:6]([C:8]1[NH:9][C:10]2[C:15]([CH:16]=1)=[CH:14][CH:13]=[CH:12][C:11]=2[O:17]CC1C=CC=CC=1)=[O:7]>CO.O1CCCC1>[CH3:1][N:2]([CH3:25])[CH2:3][CH2:4][O:5][C:6]([C:8]1[NH:9][C:10]2[C:15]([CH:16]=1)=[CH:14][CH:13]=[CH:12][C:11]=2[OH:17])=[O:7]. The yield is 56.0%. The product is CN(CCOC(=O)C=1NC2=C(C=CC=C2C1)O)C (7-hydroxyindole-2-carboxylic acid 2-dimethylaminoethyl ester). Procedure: Under the conditions of Example 14(C), 9 g of 7-benzyloxyindole-2-carboxylic acid 2-dimethylaminoethyl ester is hydrogenated in a mixture of 50 ml of methanol and 50 ml of tetrahydrofuran and worked up, yielding 3.7 g of 7-hydroxyindole-2-carboxylic acid 2-dimethylaminoethyl ester, mp 149°-152° C. Starting materials: CN(CCOC(=O)C=1NC2=C(C=CC=C2C1)OCC1=CC=CC=C1)C (7-benzyloxyindole-2-carboxylic acid 2-dimethylaminoethyl ester). Solvent: CO (methanol), O1CCCC1 (tetrahydrofuran). The product is CC(C)C(C(CC(=C(C)C)C)(C)C)=O (2,4,4,6,7-pentamethyl-6-octen-3-one). Reported procedure: On a three neck flask containing 50 ml of dry THF, at −70° C., were added 65 ml of a 1.5 M solution of LDA THF in cyclohexane (96 mmoles). To said solution were added, dropwise, 10 g of 2,4-dimethyl-3-pentanone (87.5 mmoles). After one hour stirring, the medium temperature was left to warm up to 0° C., and then 14.3 g of 2,3-dimethyl-1-bromo-2-butene (87 mmoles) were added dropwise so as to maintain the reaction temperature between 0° and 10° C. At the end of the addition of the bromide, the tem... RXN SMILES: [Li+].CC([N-]C(C)C)C.C1COCC1.C1CCCCC1.[CH3:20][CH:21]([C:23](=[O:27])[CH:24]([CH3:26])[CH3:25])[CH3:22].[CH3:28][C:29](=[C:32]([CH3:34])[CH3:33])[CH2:30]Br.[Br-].Cl>C1COCC1>[CH3:20][CH:21]([C:23](=[O:27])[C:24]([CH3:26])([CH3:25])[CH2:30][C:29]([CH3:28])=[C:32]([CH3:34])[CH3:33])[CH3:22] |f:0.1.2|. Solvent: C1CCOC1 (THF). The reactants are solution, [Li+].CC(C)[N-]C(C)C.C1CCOC1 (LDA THF), C1CCCCC1 (cyclohexane), CC(C)C(C(C)C)=O (2,4-dimethyl-3-pentanone), Cl (HCl), CC(CBr)=C(C)C (2,3-dimethyl-1-bromo-2-butene), [Br-] (bromide). Run at temperature 0 celsius, time 1 hour. Reactants: O (water), N1N=CC=C1 (1H-Pyrazole), C(C)(C)(C)OC(=O)N[C@@H](COS(=O)(=O)C)C (Methanesulfonic acid (R)-2-tert-butoxycarbonylamino-propyl ester), [H-].[Na+] (Sodium hydride). Solvent: C(C)(=O)OCC (ethyl acetate), CN(C)C=O (DMF). Run at time 15 minute. Yields the product C(C)(C)(C)OC(N[C@@H](CN1N=CC=C1)C)=O (((R)-1-methyl-2-pyrazol-1-yl-ethyl)-carbamic acid tert-butyl ester). Isolated yield 72.5%. As a reaction SMILES: [NH:1]1[CH:5]=[CH:4][CH:3]=[N:2]1.[H-].[Na+].[C:8]([O:12][C:13]([NH:15][C@H:16]([CH3:23])[CH2:17]OS(C)(=O)=O)=[O:14])([CH3:11])([CH3:10])[CH3:9].O>CN(C=O)C.C(OCC)(=O)C>[C:8]([O:12][C:13](=[O:14])[NH:15][C@H:16]([CH3:17])[CH2:23][N:1]1[CH:5]=[CH:4][CH:3]=[N:2]1)([CH3:11])([CH3:10])[CH3:9] |f:1.2|. Procedure: 1H-Pyrazole (70 mg, 1.03 mmol) was dissolved in DMF (5 ml) and cooled in an ice bath. Sodium hydride (60% dispersion in mineral oil, 41 mg, 1.03 mmol) was added and the reaction was stirred for 15 min. Methanesulfonic acid (R)-2-tert-butoxycarbonylamino-propyl ester (200 mg, 0.79 mmol) was then added and the mixture was stirred at 50° C. for 16 h. The reaction was cooled to room temperature and water and ethyl acetate were added. The aqueous layer was extracted twice more with ethyl acetate and ... The reactants are COC(=O)CCCN(C(=O)c1cc(Cl)cc(OCCNc2ccncc2)c1)c1ccccc1C(N)=O, Cl, O=C(O)C(F)(F)F, [Na+], C1COCCO1, [OH-]. Product: NC(=O)c1ccccc1N(CCCC(=O)O)C(=O)c1cc(Cl)cc(OCCNc2ccncc2)c1. RXN SMILES: [CH3:10][O:11][C:12]([CH2:13][CH2:14][CH2:15][N:16]([C:17]([c:18]1[cH:19][c:20]([Cl:34])[cH:21][c:22]([O:24][CH2:25][CH2:26][NH:27][c:28]2[cH:29][cH:30][n:31][cH:32][cH:33]2)[cH:23]1)=[O:35])[c:36]1[c:37]([C:42]([NH2:43])=[O:44])[cH:38][cH:39][cH:40][cH:41]1)=[O:45].[ClH:46].[F:3][C:4]([F:5])([F:6])[C:7]([OH:8])=[O:9].[Na+:2].[O:47]1[CH2:48][CH2:49][O:50][CH2:51][CH2:52]1.[OH-:1]>>[O:11]=[C:12]([CH2:13][CH2:14][CH2:15][N:16]([C:17]([c:18]1[cH:19][c:20]([Cl:34])[cH:21][c:22]([O:24][CH2:25][CH2:26][NH:27][c:28]2[cH:29][cH:30][n:31][cH:32][cH:33]2)[cH:23]1)=[O:35])[c:36]1[c:37]([C:42]([NH2:43])=[O:44])[cH:38][cH:39][cH:40][cH:41]1)[OH:45].